This data is from the Open Reaction Database (ORD), a public repository of structured organic reaction records. The task is: describe an organic reaction: reactants, conditions, products, and yield Reactants: O=C(CNC(=O)c1cccc(C(F)(F)F)c1)NC1CNC1, O=C1CCC(n2cc(Cl)ccc2=O)CC1. Product: O=C(CNC(=O)c1cccc(C(F)(F)F)c1)NC1CN(C2CCC(n3cc(Cl)ccc3=O)CC2)C1. Reaction SMILES: [NH:16]1[CH2:17][CH:18]([NH:20][C:21](=[O:22])[CH2:23][NH:24][C:25]([c:26]2[cH:27][c:28]([C:32]([F:33])([F:34])[F:35])[cH:29][cH:30][cH:31]2)=[O:36])[CH2:19]1.[O:1]=[C:2]1[CH2:3][CH2:4][CH:5]([n:8]2[c:9](=[O:15])[cH:10][cH:11][c:12]([Cl:14])[cH:13]2)[CH2:6][CH2:7]1>>[CH:2]1([N:16]2[CH2:17][CH:18]([NH:20][C:21](=[O:22])[CH2:23][NH:24][C:25]([c:26]3[cH:27][c:28]([C:32]([F:33])([F:34])[F:35])[cH:29][cH:30][cH:31]3)=[O:36])[CH2:19]2)[CH2:3][CH2:4][CH:5]([n:8]2[c:9](=[O:15])[cH:10][cH:11][c:12]([Cl:14])[cH:13]2)[CH2:6][CH2:7]1.